This data is from the Open Reaction Database (ORD), a public repository of structured organic reaction records. The task is: describe an organic reaction: reactants, conditions, products, and yield Starting materials: ClCCCN1CCN(CC1)CC1=NC2=CC=CC=C2C=C1 (1-(3-chloropropyl)-4-(2-quinolylmethyl)piperazine), OC1=CC2=C(NC(CS2)=O)C=C1 (7-hydroxy-3,4-dihydro-2H-1,4-benzothiazin-3-one), C([O-])([O-])=O.[K+].[K+] (potassium carbonate). Reagents/catalysts: [Br-].C(CCC)[N+](CCCC)(CCCC)CCCC (tetra-n-butylammonium bromide). The solvent is CN(C=O)C (N,N-dimethylformamide). Reaction conditions: temperature 50 celsius, time 4 day. Yields the product N1=C(C=CC2=CC=CC=C12)CN1CCN(CC1)CCCOC1=CC2=C(NC(CS2)=O)C=C1 (7-{3-[4-(2-quinolylmethyl)piperazinyl]propoxy}-3,4-dihydro-2H-1,4-benzothiazin-3-one), prisms. Yield: 26.5%. As a reaction SMILES: [OH:1][C:2]1[CH:12]=[CH:11][C:5]2[NH:6][C:7](=[O:10])[CH2:8][S:9][C:4]=2[CH:3]=1.C(=O)([O-])[O-].[K+].[K+].Cl[CH2:20][CH2:21][CH2:22][N:23]1[CH2:28][CH2:27][N:26]([CH2:29][C:30]2[CH:39]=[CH:38][C:37]3[C:32](=[CH:33][CH:34]=[CH:35][CH:36]=3)[N:31]=2)[CH2:25][CH2:24]1>[Br-].C([N+](CCCC)(CCCC)CCCC)CCC.CN(C)C=O>[N:31]1[C:32]2[C:37](=[CH:36][CH:35]=[CH:34][CH:33]=2)[CH:38]=[CH:39][C:30]=1[CH2:29][N:26]1[CH2:25][CH2:24][N:23]([CH2:22][CH2:21][CH2:20][O:1][C:2]2[CH:12]=[CH:11][C:5]3[NH:6][C:7](=[O:10])[CH2:8][S:9][C:4]=3[CH:3]=2)[CH2:28][CH2:27]1 |f:1.2.3,5.6|. Procedure details: After a mixture consisting of 7-hydroxy-3,4-dihydro-2H-1,4-benzothiazin-3-one (1.812 g, 10 mmol), tetra-n-butylammonium bromide (0.322 g, 1 mmol), potassium carbonate (2.764 g, 20 mmol), 1-(3-chloropropyl)-4-(2-quinolylmethyl)piperazine (3.039 g, 10 mmol) and N,N-dimethylformamide (40 ml) was stirred for 4 days at a bath temperature of 50° C. under an argon gas stream, the solvent was distilled off under reduced pressure. Water was added to the residue, followed by extraction with chloroform. Th... Starting materials: CI, CN(C)C=O, [H-], [H][H], [Na+], N#CCc1ccc2c(c1)Cc1ccccc1-2. Product: CC(C#N)c1ccc2c(c1)Cc1ccccc1-2. RXN SMILES: [CH3:21][I:22].[CH3:23][N:24]([CH3:25])[CH:26]=[O:27].[H-:17].[H:19][H:20].[Na+:18].[cH:1]1[c:2]([CH2:14][C:15]#[N:16])[cH:3][cH:4][c:5]2[c:13]1[CH2:12][c:11]1[c:6]-2[cH:7][cH:8][cH:9][cH:10]1>>[cH:1]1[c:2]([CH:14]([C:15]#[N:16])[CH3:21])[cH:3][cH:4][c:5]2[c:13]1[CH2:12][c:11]1[c:6]-2[cH:7][cH:8][cH:9][cH:10]1. Starting materials: C(C)NC(C(C)C1=CC=C(C=C1)C#C)=O (N-ethyl-2-(4-ethynyl-phenyl)-propionamide), ClC1=NC=C(C=N1)I (2-chloro-5-iodo-pyrimidine), CCN(C(C)C)C(C)C (DIPEA). Reagents/catalysts: Cl[Pd]([P](C1=CC=CC=C1)(C2=CC=CC=C2)C3=CC=CC=C3)([P](C4=CC=CC=C4)(C5=CC=CC=C5)C6=CC=CC=C6)Cl (Pd(PPh3)2Cl2), [Cu]I (copper(I)iodide). Solvent: C1CCOC1 (THF). Run at time 4 hour. Product: ClC1=NC=C(C=N1)C#CC1=CC=C(C=C1)C(C(=O)NCC)C (2-[4-(2-Chloro-pyrimidin-5-ylethynyl)-phenyl]-N-ethyl-propionamide). As a reaction SMILES: [CH2:1]([NH:3][C:4](=[O:15])[CH:5]([C:7]1[CH:12]=[CH:11][C:10]([C:13]#[CH:14])=[CH:9][CH:8]=1)[CH3:6])[CH3:2].[Cl:16][C:17]1[N:22]=[CH:21][C:20](I)=[CH:19][N:18]=1.CCN(C(C)C)C(C)C>C1COCC1.Cl[Pd](Cl)([P](C1C=CC=CC=1)(C1C=CC=CC=1)C1C=CC=CC=1)[P](C1C=CC=CC=1)(C1C=CC=CC=1)C1C=CC=CC=1.[Cu]I>[Cl:16][C:17]1[N:22]=[CH:21][C:20]([C:14]#[C:13][C:10]2[CH:9]=[CH:8][C:7]([CH:5]([CH3:6])[C:4]([NH:3][CH2:1][CH3:2])=[O:15])=[CH:12][CH:11]=2)=[CH:19][N:18]=1 |^1:40,59|. Procedure: To 1.10 g (5.46 mmol) N-ethyl-2-(4-ethynyl-phenyl)-propionamide (XVII.1) in 10 mL THF are added 1.31 g (5.46 mmol) 2-chloro-5-iodo-pyrimidine under argon, followed by 0.42 g (0.60 mmol) Pd(PPh3)2Cl2 as catalyst, 57 mg (0.30 mmol) copper(I)iodide and 2.1 mL (12 mmol) DIPEA as base. The mixture is stirred at rt for 4 h. After that time, the mixture is filtered and the solvent is evaporated from the filtrate. The residue is purified by column chromatography (silicia gel; DCM:MeOH gradient 1:0/1:1).